Dataset: the Open Reaction Database (ORD), a public repository of structured organic reaction records. Task: describe an organic reaction: reactants, conditions, products, and yield The product is COCC1Cc2c(Cl)c(C)cc([N+](=O)[O-])c2O1. As a reaction SMILES: [CH3:17][I:18].[Cl:1][c:2]1[c:3]([CH3:16])[cH:4][c:5]([N+:13](=[O:14])[O-:15])[c:6]2[c:7]1[CH2:8][CH:9]([CH2:11][OH:12])[O:10]2.[O:20]1[CH2:21][CH2:22][CH2:23][CH2:24]1.[OH2:19]>>[Cl:1][c:2]1[c:3]([CH3:16])[cH:4][c:5]([N+:13](=[O:14])[O-:15])[c:6]2[c:7]1[CH2:8][CH:9]([CH2:11][O:12][CH3:17])[O:10]2. Starting materials: CI, Cc1cc([N+](=O)[O-])c2c(c1Cl)CC(CO)O2, C1CCOC1, O.